Dataset: the Open Reaction Database (ORD), a public repository of structured organic reaction records. Task: describe an organic reaction: reactants, conditions, products, and yield The reactants are CO, O=C(NC1CCC(c2cccc(F)c2F)CNC1=S)N1CCC(n2c(=O)[nH]c3ncccc32)CC1, NN, O. The product is NN=C1NCC(c2cccc(F)c2F)CCC1NC(=O)N1CCC(n2c(=O)[nH]c3ncccc32)CC1. RXN SMILES: [CH3:39][OH:40].[F:4][c:5]1[c:6]([CH:12]2[CH2:13][CH2:14][CH:15]([NH:20][C:21](=[O:22])[N:23]3[CH2:24][CH2:25][CH:26]([n:29]4[c:30](=[O:38])[nH:31][c:32]5[n:33][cH:34][cH:35][cH:36][c:37]45)[CH2:27][CH2:28]3)[C:16](=[S:19])[NH:17][CH2:18]2)[cH:7][cH:8][cH:9][c:10]1[F:11].[NH2:2][NH2:3].[OH2:1]>>[N:2]([NH2:3])=[C:16]1[CH:15]([NH:20][C:21](=[O:22])[N:23]2[CH2:24][CH2:25][CH:26]([n:29]3[c:30](=[O:38])[nH:31][c:32]4[n:33][cH:34][cH:35][cH:36][c:37]34)[CH2:27][CH2:28]2)[CH2:14][CH2:13][CH:12]([c:6]2[c:5]([F:4])[c:10]([F:11])[cH:9][cH:8][cH:7]2)[CH2:18][NH:17]1.